Task: describe an organic reaction: reactants, conditions, products, and yield. Dataset: the Open Reaction Database (ORD), a public repository of structured organic reaction records The reactants are N1C(CC2=CC=CC=C12)=O (oxindole), CC=1C=C(SC1)C=O (4-methylthiophene-2-carboxaldehyde). The reagents and catalysts are N1CCCCC1 (piperidine). The solvent is C(C)O (ethanol). Reaction conditions: temperature 90 celsius, time 3 hour. The product is CC=1C=C(SC1)C=C1C(NC2=CC=CC=C12)=O (3-[(4-Methylthien-2-yl)methylene]-2-indolinone). The yield is 61.1%. As a reaction SMILES: [NH:1]1[C:9]2[C:4](=[CH:5][CH:6]=[CH:7][CH:8]=2)[CH2:3][C:2]1=[O:10].[CH3:11][C:12]1[CH:13]=[C:14]([CH:17]=O)[S:15][CH:16]=1>N1CCCCC1.C(O)C>[CH3:11][C:12]1[CH:13]=[C:14]([CH:17]=[C:3]2[C:4]3[C:9](=[CH:8][CH:7]=[CH:6][CH:5]=3)[NH:1][C:2]2=[O:10])[S:15][CH:16]=1. Reported procedure: A reaction mixture of 133.0 mg of oxindole, 151.2 mg of the 4-methylthiophene-2-carboxaldehyde, and 3 drops of piperidine in 3 mL of ethanol was stirred at 90° C. for 3 h. After cooling, the precipitate was filtered, washed with cold ethanol, and dried to yield 147.3 mg (61%) of the title compound as a yellow solid. The reactants are CC(C)([O-])C.[Na+] (sodium t-butoxide), CC(C)O (2-propanol), ClC=1N=CC(=NC1)C(=O)OC (methyl 5-chloro-2-pyrazinecarboxylate). Run in C1CCOC1 (THF), C1CCOC1 (THF). Conditions: time 1.5 hour. The product is C(C)(C)OC=1N=CC(=NC1)C(=O)O (5-isopropoxypyrazine-2-carboxylic acid). As a reaction SMILES: [CH3:1][C:2](C)([O-:4])[CH3:3].[Na+].CC(O)C.Cl[C:12]1[N:13]=[CH:14][C:15]([C:18]([O:20]C)=[O:19])=[N:16][CH:17]=1>C1COCC1>[CH:2]([O:4][C:12]1[N:13]=[CH:14][C:15]([C:18]([OH:20])=[O:19])=[N:16][CH:17]=1)([CH3:3])[CH3:1] |f:0.1|. Procedure details: To a rt solution of sodium t-butoxide (1.41 g, 14.67 mmol) in THF (20 mL) was added 2-propanol (1.250 mL, 16.33 mmol) dropwise. After 10 min a solution of methyl 5-chloro-2-pyrazinecarboxylate (1.70 g, 9.85 mmol, Ark Pharm) in THF (10 mL) was added dropwise. After 1.5 h, the reaction was quenched with saturated aq NH4Cl and extracted with EtOAc (3×). The aqueous layer was concentrated under reduced pressure and the resulting solid was treated with aqueous HCl. The solution was extracted with DCM... The reactants are C(C=C)ON1C(C2=CC=C(C=3C2=C(C1=O)C=C(C3)Br)N3CCCC3)=O (2-allyloxy-5-bromo-7-(pyrrolidin-1-yl)-benzo[de]isoquinoline-1,3-dione), C1(=CC=CC=C1)[SiH3] (phenylsilane). The reagents and catalysts are C=1C=CC(=CC1)[P](C=2C=CC=CC2)(C=3C=CC=CC3)[Pd]([P](C=4C=CC=CC4)(C=5C=CC=CC5)C=6C=CC=CC6)([P](C=7C=CC=CC7)(C=8C=CC=CC8)C=9C=CC=CC9)[P](C=1C=CC=CC1)(C=1C=CC=CC1)C=1C=CC=CC1 (Pd(PPh3)4). Run in C(Cl)Cl (CH2Cl2). Reaction conditions: time 15 minute. The product is BrC=1C=C2C3=C(C(N(C(C3=CC=C2N2CCCC2)=O)O)=O)C1 (5-Bromo-2-hydroxy-7-(pyrrolidin-1-yl)-benzo[de]isoquinoline-1,3-dione). The yield is 83.1%. Reaction SMILES: C([O:4][N:5]1[C:14](=[O:15])[C:13]2[CH:16]=[C:17]([Br:19])[CH:18]=[C:11]3[C:12]=2[C:7](=[CH:8][CH:9]=[C:10]3[N:20]2[CH2:24][CH2:23][CH2:22][CH2:21]2)[C:6]1=[O:25])C=C.C1([SiH3])C=CC=CC=1>C(Cl)Cl.C1C=CC([P]([Pd]([P](C2C=CC=CC=2)(C2C=CC=CC=2)C2C=CC=CC=2)([P](C2C=CC=CC=2)(C2C=CC=CC=2)C2C=CC=CC=2)[P](C2C=CC=CC=2)(C2C=CC=CC=2)C2C=CC=CC=2)(C2C=CC=CC=2)C2C=CC=CC=2)=CC=1>[Br:19][C:17]1[CH:18]=[C:11]2[C:10]([N:20]3[CH2:24][CH2:23][CH2:22][CH2:21]3)=[CH:9][CH:8]=[C:7]3[C:12]2=[C:13]([CH:16]=1)[C:14](=[O:15])[N:5]([OH:4])[C:6]3=[O:25] |^1:39,41,60,79|. Reported procedure: To a 0° C. solution of 2-allyloxy-5-bromo-7-(pyrrolidin-1-yl)-benzo[de]isoquinoline-1,3-dione (0.81 g, 2.0 mmol, from Example G2) in CH2Cl2 (40 mL) was added phenylsilane (0.32 g, 3.0 mmol) and Pd(PPh3)4 (0.050 g, 0.043 mmol). The reaction was stirred for 15 minutes, and the resulting precipitate removed by filtration, washed with CH2Cl2, and dried to give 0.60 g of the title compound, mp 234-235° C. Reactants: [Si](C1=CC=CC=C1)(C1=CC=CC=C1)(C(C)(C)C)OCC1=CC=C(C(=C1N1C[C@H](O[C@H](C1)C)C)F)F ((2R,6S)-4-[6-({[tert-Butyl(diphenyl)silyl]oxy}methyl)-2,3-difluorophenyl]-2,6-dimethylmorpholine), [Si](C1=CC=CC=C1)(C1=CC=CC=C1)(C(C)(C)C)OCC1=CC=C(C(=C1N1C[C@H](O[C@H](C1)C)C)F)F ((2R,6S)-4-[6-({[tert-Butyl(diphenyl)silyl]oxy}methyl)-2,3-difluorophenyl]-2,6-dimethylmorpholine), ClCC(=O)N(C)OC (2-chloro-N-methoxy-N-methylacetamide). Yields the product [Si](C1=CC=CC=C1)(C1=CC=CC=C1)(C(C)(C)C)OCC=1C(=C(C(=C(C1)C(CCl)=O)F)F)N1C[C@H](O[C@H](C1)C)C (1-(5-((tert-butyldiphenylsilyloxy)methyl)-4-((2R,6S)-2,6-dimethylmorpholino)-2,3-difluorophenyl)-2-chloroethanone). As a reaction SMILES: [Si:1]([O:18][CH2:19][C:20]1[C:25]([N:26]2[CH2:31][C@H:30]([CH3:32])[O:29][C@H:28]([CH3:33])[CH2:27]2)=[C:24]([F:34])[C:23]([F:35])=[CH:22][CH:21]=1)([C:14]([CH3:17])([CH3:16])[CH3:15])([C:8]1[CH:13]=[CH:12][CH:11]=[CH:10][CH:9]=1)[C:2]1[CH:7]=[CH:6][CH:5]=[CH:4][CH:3]=1.[Cl:36][CH2:37][C:38](N(OC)C)=[O:39]>>[Si:1]([O:18][CH2:19][C:20]1[C:25]([N:26]2[CH2:31][C@H:30]([CH3:32])[O:29][C@H:28]([CH3:33])[CH2:27]2)=[C:24]([F:34])[C:23]([F:35])=[C:22]([C:38](=[O:39])[CH2:37][Cl:36])[CH:21]=1)([C:14]([CH3:16])([CH3:17])[CH3:15])([C:2]1[CH:7]=[CH:6][CH:5]=[CH:4][CH:3]=1)[C:8]1[CH:13]=[CH:12][CH:11]=[CH:10][CH:9]=1. Reported procedure: Starting materials (2R,6S)-4-(6-((tert-butyldiphenylsilyloxy)methyl)-2,3-difluorophenyl)-2,6-dimethylmorpholine (Intermediate 3) and 2-chloro-N-methoxy-N-methylacetamide.